From a dataset of the Open Reaction Database (ORD), a public repository of structured organic reaction records. describe an organic reaction: reactants, conditions, products, and yield The reactants are C(C)C(CO)CC (2-ethyl-1-butanol), Thionyl chlorine, FC1=C(C(=O)O)C=CC(=C1)OC(C)=O (2-fluoro-4-acetoxybenzoic acid). The solvent is N1=CC=CC=C1 (pyridine). The product is FC1=C(C=CC(=C1)OC(C)=O)C(=O)OCC(CC)CC (2-fluoro-4-acetoxy-1-(2-ethylbutyloxy)carbonylbenzene). Reaction SMILES: S(=Cl)=O.[F:4][C:5]1[CH:13]=[C:12]([O:14][C:15](=[O:17])[CH3:16])[CH:11]=[CH:10][C:6]=1[C:7]([OH:9])=[O:8].[CH2:18]([CH:20]([CH2:23][CH3:24])[CH2:21]O)[CH3:19]>N1C=CC=CC=1>[F:4][C:5]1[CH:13]=[C:12]([O:14][C:15](=[O:17])[CH3:16])[CH:11]=[CH:10][C:6]=1[C:7]([O:9][CH2:21][CH:20]([CH2:23][CH3:24])[CH2:18][CH3:19])=[O:8]. Reported procedure: Thionyl chlorine in an amount of 60 ml (milliliter) was added to 11.9 g (0.06 mol) of 2-fluoro-4-acetoxybenzoic acid, and the mixture was allowed to react under reflux for 7 hours. Then, excess thionyl chloride was distilled off, and then 10 ml of pyridine and 3.7 g (0.0402 mol) of 2-ethyl-1-butanol were dropwise added. Reactants: O=c1[nH]nc(Cl)c2cc(Br)ccc12, CCOC(C)=O, O=C(C=Cc1ccccc1)C=Cc1ccccc1, O=C(C=Cc1ccccc1)C=Cc1ccccc1, O=C(C=Cc1ccccc1)C=Cc1ccccc1, [Pd], [Pd], NCc1ccccc1-n1cccn1. The product is O=c1[nH]nc(Cl)c2cc(NCc3ccccc3-n3cccn3)ccc12. As a reaction SMILES: [Br:1][c:2]1[cH:3][c:4]2[c:5]([Cl:13])[n:6][nH:7][c:8](=[O:12])[c:9]2[cH:10][cH:11]1.[CH3:27][CH2:28][O:29][C:30]([CH3:31])=[O:32].[O:35]=[C:36]([CH:37]=[CH:38][c:39]1[cH:40][cH:41][cH:42][cH:43][cH:44]1)[CH:45]=[CH:46][c:47]1[cH:48][cH:49][cH:50][cH:51][cH:52]1.[O:53]=[C:54]([CH:55]=[CH:56][c:57]1[cH:58][cH:59][cH:60][cH:61][cH:62]1)[CH:63]=[CH:64][c:65]1[cH:66][cH:67][cH:68][cH:69][cH:70]1.[O:71]=[C:72]([CH:73]=[CH:74][c:75]1[cH:76][cH:77][cH:78][cH:79][cH:80]1)[CH:81]=[CH:82][c:83]1[cH:84][cH:85][cH:86][cH:87][cH:88]1.[Pd:33].[Pd:34].[n:14]1(-[c:19]2[c:20]([CH2:21][NH2:22])[cH:23][cH:24][cH:25][cH:26]2)[n:15][cH:16][cH:17][cH:18]1>>[c:2]1([NH:22][CH2:21][c:20]2[c:19](-[n:14]3[n:15][cH:16][cH:17][cH:18]3)[cH:26][cH:25][cH:24][cH:23]2)[cH:3][c:4]2[c:5]([Cl:13])[n:6][nH:7][c:8](=[O:12])[c:9]2[cH:10][cH:11]1. As a reaction SMILES: [C:42]([O:43][BH-:44]([O:45][C:46](=[O:47])[CH3:48])[O:49][C:50](=[O:51])[CH3:52])(=[O:53])[CH3:54].[CH3:38][C:39]([CH3:40])=[O:41].[Cl:56][CH2:57][Cl:58].[NH2:1][CH:2]1[CH2:3][CH2:4][N:5]([CH2:8][c:9]2[cH:10][n:11]([CH2:34][CH:35]3[CH2:36][CH2:37]3)[c:12](=[O:33])[c:13]3[cH:14][cH:15][c:16](-[c:19]4[cH:20][c:21]([C:22](=[O:23])[NH:24][CH:25]5[CH2:26][CH2:27]5)[cH:28][c:29]([F:32])[c:30]4[CH3:31])[cH:17][c:18]23)[CH2:6][CH2:7]1.[Na+:55]>>[NH:1]([CH:2]1[CH2:3][CH2:4][N:5]([CH2:8][c:9]2[cH:10][n:11]([CH2:34][CH:35]3[CH2:36][CH2:37]3)[c:12](=[O:33])[c:13]3[cH:14][cH:15][c:16](-[c:19]4[cH:20][c:21]([C:22](=[O:23])[NH:24][CH:25]5[CH2:26][CH2:27]5)[cH:28][c:29]([F:32])[c:30]4[CH3:31])[cH:17][c:18]23)[CH2:6][CH2:7]1)[CH:39]([CH3:38])[CH3:40]. Product: Cc1c(F)cc(C(=O)NC2CC2)cc1-c1ccc2c(=O)n(CC3CC3)cc(CN3CCC(NC(C)C)CC3)c2c1. Starting materials: CC(=O)O[BH-](OC(C)=O)OC(C)=O, CC(C)=O, ClCCl, Cc1c(F)cc(C(=O)NC2CC2)cc1-c1ccc2c(=O)n(CC3CC3)cc(CN3CCC(N)CC3)c2c1, [Na+]. Starting materials: ClCCl, CN1CCNCC1, O=[N+]([O-])c1ccccc1F. Product: CN1CCN(c2ccccc2[N+](=O)[O-])CC1. RXN SMILES: [CH2:18]([Cl:19])[Cl:20].[CH3:1][N:2]1[CH2:3][CH2:4][NH:5][CH2:6][CH2:7]1.[F:8][c:9]1[c:10]([N+:15](=[O:16])[O-:17])[cH:11][cH:12][cH:13][cH:14]1>>[CH3:1][N:2]1[CH2:3][CH2:4][N:5]([c:9]2[c:10]([N+:15](=[O:16])[O-:17])[cH:11][cH:12][cH:13][cH:14]2)[CH2:6][CH2:7]1.